From a dataset of the Open Reaction Database (ORD), a public repository of structured organic reaction records. describe an organic reaction: reactants, conditions, products, and yield Reactants: CC(=O)Oc1cc(F)ccc1OCCO, [H-], [Li+], C1CCOC1, [OH-], O. RXN SMILES: [C:1](=[O:2])([CH3:3])[O:4][c:5]1[c:6]([O:7][CH2:8][CH2:9][OH:10])[cH:11][cH:12][c:13]([F:15])[cH:14]1.[H-:16].[Li+:18].[O:19]1[CH2:20][CH2:21][CH2:22][CH2:23]1.[OH-:17].[OH2:24]>>[OH:4][c:5]1[c:6]([O:7][CH2:8][CH2:9][OH:10])[cH:11][cH:12][c:13]([F:15])[cH:14]1. Product: OCCOc1ccc(F)cc1O. Starting materials: C=O, CC1(C)SC2C(NC(=O)C(N)c3ccccc3)C(=O)N2C1C(=O)O, Cc1ncc(CO)c(C=O)c1O, [K+], [K+], [K+], CCCCC(N)C(=O)O, O=P([O-])([O-])[O-], O=P([O-])([O-])[O-]. Yields the product CCCCC(N)(CO)C(=O)O. RXN SMILES: [CH2:25]=[O:26].[CH:1]12[CH:2]([NH:3][C:4]([CH:5]([c:6]3[cH:7][cH:10][cH:11][cH:12][cH:13]3)[NH2:14])=[O:15])[C:8](=[O:9])[N:16]1[CH:17]([C:18](=[O:19])[OH:20])[C:21]([CH3:22])([CH3:23])[S:24]2.[CH:36]([c:37]1[c:38]([OH:39])[c:40]([CH3:41])[n:42][cH:43][c:44]1[CH2:45][OH:46])=[O:47].[K+:58].[K+:59].[K+:60].[NH2:27][CH:28]([CH2:29][CH2:30][CH2:31][CH3:32])[C:33](=[O:34])[OH:35].[O-:48][P:49](=[O:50])([O-:51])[O-:52].[P:53]([O-:54])([O-:55])([O-:56])=[O:57]>>[CH2:8]([OH:9])[C:28]([NH2:27])([CH2:29][CH2:30][CH2:31][CH3:32])[C:33](=[O:34])[OH:35]. Reactants: [OH-].[Na+] (sodium hydroxide), FC(C=1C=C(CN(C(C2=CN=C(C=C2C2=C(C=CC=C2)C)N2CCNCC2)=O)C)C=C(C1)C(F)(F)F)(F)F (N-(3,5-Bis-trifluoromethyl-benzyl)-N-methyl-6-piperazin-1-yl-4-o-tolyl-nicotinamide), ClCCOCCO (2-(2-chloroethoxy)-ethanol), C([O-])([O-])=O.[K+].[K+] (potassium carbonate). Solvent: C(C)#N (acetonitrile). Run at temperature 85 celsius, time 48 hour. The product is FC(C=1C=C(CN(C(C2=CN=C(C=C2C2=C(C=CC=C2)C)N2CCN(CC2)CCOCCO)=O)C)C=C(C1)C(F)(F)F)(F)F (N-(3,5-Bis-trifluoromethyl-benzyl)-6-{4-[2-(2-hydroxy-ethoxy)-ethyl]-piperazin-1-yl}-N-methyl-4-o-tolyl-nicotinamide). Isolated yield 64.4%. As a reaction SMILES: [F:1][C:2]([F:38])([F:37])[C:3]1[CH:4]=[C:5]([CH:30]=[C:31]([C:33]([F:36])([F:35])[F:34])[CH:32]=1)[CH2:6][N:7]([CH3:29])[C:8](=[O:28])[C:9]1[C:14]([C:15]2[CH:20]=[CH:19][CH:18]=[CH:17][C:16]=2[CH3:21])=[CH:13][C:12]([N:22]2[CH2:27][CH2:26][NH:25][CH2:24][CH2:23]2)=[N:11][CH:10]=1.Cl[CH2:40][CH2:41][O:42][CH2:43][CH2:44][OH:45].C(=O)([O-])[O-].[K+].[K+].[OH-].[Na+]>C(#N)C>[F:38][C:2]([F:37])([F:1])[C:3]1[CH:4]=[C:5]([CH:30]=[C:31]([C:33]([F:35])([F:36])[F:34])[CH:32]=1)[CH2:6][N:7]([CH3:29])[C:8](=[O:28])[C:9]1[C:14]([C:15]2[CH:20]=[CH:19][CH:18]=[CH:17][C:16]=2[CH3:21])=[CH:13][C:12]([N:22]2[CH2:23][CH2:24][N:25]([CH2:40][CH2:41][O:42][CH2:43][CH2:44][OH:45])[CH2:26][CH2:27]2)=[N:11][CH:10]=1 |f:2.3.4,5.6|. Procedure details: A mixture of 400 mg (0.746 mmol) N-(3,5-bis-trifluoromethyl-benzyl)-N-methyl-6-piperazin-1-yl-4-o-tolyl-nicotinamide (Example 53), 0.18 ml (1.7 mmol) 2-(2-chloroethoxy)-ethanol and 0.189 g (1.35 mmol) potassium carbonate in 8 ml acetonitrile was stirred at 85° C. for 48 h. After cooling to room temperature 40 ml 1 N sodium hydroxide solution were added. Extraction with 3 60-ml portions of dichloromethane, drying with sodium sulfate and concentration gave 528 mg of the crude product. Flash column... Starting materials: O=C([O-])[O-], CN(C)C=O, Cc1ccc(S(=O)(=O)OC2CCCCC2)cc1, NC(=O)c1sc(-n2cnc3ccc(O)cc32)nc1-c1cccc(Cl)c1, [Cs+], [Cs+]. Product: NC(=O)c1sc(-n2cnc3ccc(OC4CCCCC4)cc32)nc1-c1cccc(Cl)c1. Reaction SMILES: [C:43](=[O:44])([O-:45])[O-:46].[CH3:49][N:50]([CH3:51])[CH:52]=[O:53].[CH:1]1([O:7][S:8]([c:9]2[cH:10][cH:11][c:12]([CH3:13])[cH:14][cH:15]2)(=[O:16])=[O:17])[CH2:2][CH2:3][CH2:4][CH2:5][CH2:6]1.[Cl:18][c:19]1[cH:20][c:21](-[c:25]2[n:26][c:27](-[n:33]3[cH:34][n:35][c:36]4[c:37]3[cH:38][c:39]([OH:42])[cH:40][cH:41]4)[s:28][c:29]2[C:30](=[O:31])[NH2:32])[cH:22][cH:23][cH:24]1.[Cs+:47].[Cs+:48]>>[CH:1]1([O:42][c:39]2[cH:38][c:37]3[n:33](-[c:27]4[n:26][c:25](-[c:21]5[cH:20][c:19]([Cl:18])[cH:24][cH:23][cH:22]5)[c:29]([C:30](=[O:31])[NH2:32])[s:28]4)[cH:34][n:35][c:36]3[cH:41][cH:40]2)[CH2:2][CH2:3][CH2:4][CH2:5][CH2:6]1.